Dataset: the Open Reaction Database (ORD), a public repository of structured organic reaction records. Task: describe an organic reaction: reactants, conditions, products, and yield Reactants: [N-]=[N+]=NCC1C=Cc2cccc(-c3c(Cl)cccc3Cl)c2O1, C1CCOC1, O, c1ccc(P(c2ccccc2)c2ccccc2)cc1. Product: NCC1C=Cc2cccc(-c3c(Cl)cccc3Cl)c2O1. Reaction SMILES: [N:1](=[N+:2]=[N-:3])[CH2:4][CH:5]1[O:6][c:7]2[c:8](-[c:15]3[c:16]([Cl:22])[cH:17][cH:18][cH:19][c:20]3[Cl:21])[cH:9][cH:10][cH:11][c:12]2[CH:13]=[CH:14]1.[O:42]1[CH2:43][CH2:44][CH2:45][CH2:46]1.[OH2:47].[c:23]1([P:24]([c:25]2[cH:26][cH:27][cH:28][cH:29][cH:30]2)[c:31]2[cH:32][cH:33][cH:34][cH:35][cH:36]2)[cH:37][cH:38][cH:39][cH:40][cH:41]1>>[NH2:1][CH2:4][CH:5]1[O:6][c:7]2[c:8](-[c:15]3[c:16]([Cl:22])[cH:17][cH:18][cH:19][c:20]3[Cl:21])[cH:9][cH:10][cH:11][c:12]2[CH:13]=[CH:14]1. Reported procedure: The 6-(1-(2-azidoethyl)-5-(2,4-difluorophenyl)-1H-pyrazol-4-yl)-3-isopropyl-[1,2,4]triazolo[4,3-b]pyridazine (0.485 g, 1.19 mmol; prepared using General Procedure L.1 from 1-(2,4-difluorophenyl)-2-(3-isopropyl-[1,2,4]triazolo[4,3-b]pyridazin-6-yl)ethanone (Preparation #K.1) with hydroxylethylhydrazine, General Procedure W with methanesulfonyl chloride, General Procedure X.1 with sodium azide) was dissolved in EtOH (20 mL) then platinum (IV) oxide (0.090 g, 0.40 mmol) was added. The mixture was h... Yield: 98.0%. Run at time 16 hour. Starting materials: N(=[N+]=[N-])CCN1N=CC(=C1C1=C(C=C(C=C1)F)F)C=1C=CC=2N(N1)C(=NN2)C(C)C (6-(1-(2-azidoethyl)-5-(2,4-difluorophenyl)-1H-pyrazol-4-yl)-3-isopropyl-[1,2,4]triazolo[4,3-b]pyridazine). Yields the product FC1=C(C=CC(=C1)F)C1=C(C=NN1CCN)C=1C=CC=2N(N1)C(=NN2)C(C)C (2-(5-(2,4-Difluorophenyl)-4-(3-isopropyl-[1,2,4]triazolo[4,3-b]pyridazin-6-yl)-1H-pyrazol-1-yl)ethanamine). The reagents and catalysts are [Pt](=O)=O (platinum (IV) oxide). Run in CCO (EtOH). RXN SMILES: [N:1]([CH2:4][CH2:5][N:6]1[C:10]([C:11]2[CH:16]=[CH:15][C:14]([F:17])=[CH:13][C:12]=2[F:18])=[C:9]([C:19]2[CH:20]=[CH:21][C:22]3[N:23]([C:25]([CH:28]([CH3:30])[CH3:29])=[N:26][N:27]=3)[N:24]=2)[CH:8]=[N:7]1)=[N+]=[N-]>CCO.[Pt](=O)=O>[F:18][C:12]1[CH:13]=[C:14]([F:17])[CH:15]=[CH:16][C:11]=1[C:10]1[N:6]([CH2:5][CH2:4][NH2:1])[N:7]=[CH:8][C:9]=1[C:19]1[CH:20]=[CH:21][C:22]2[N:23]([C:25]([CH:28]([CH3:30])[CH3:29])=[N:26][N:27]=2)[N:24]=1. Reactants: C1(=CC=CC=C1)S(=O)(=O)N1[C@@H](C(NCC1)=O)CC#C ((R)-4-(benzenesulfonyl)-3-(prop-2-ynyl)piperazin-2-one), O(C)C1=CC=C(C=C1)S(=O)(=O)N1[C@@H](C(NC=C1)=O)CC#C ((R)-4-(4-methoxylbenzenesulfonyl)-3-(prop-2-ynyl)-3,4-dihydropyrazin-2(1H)-one). Product: O(C)C1=CC=C(C=C1)S(=O)(=O)N1[C@@H](C(NCC1)=O)CC#C ((R)-4-(4-methoxylbenzenesulfonyl)-3-(prop-2-ynyl)piperazin-2-one). Reaction SMILES: C1(S(N2CCNC(=O)[C@H]2CC#C)(=O)=O)C=CC=CC=1.[O:20]([C:22]1[CH:27]=[CH:26][C:25]([S:28]([N:31]2[CH:36]=[CH:35][NH:34][C:33](=[O:37])[C@H:32]2[CH2:38][C:39]#[CH:40])(=[O:30])=[O:29])=[CH:24][CH:23]=1)[CH3:21]>>[O:20]([C:22]1[CH:23]=[CH:24][C:25]([S:28]([N:31]2[CH2:36][CH2:35][NH:34][C:33](=[O:37])[C@H:32]2[CH2:38][C:39]#[CH:40])(=[O:30])=[O:29])=[CH:26][CH:27]=1)[CH3:21]. Reported procedure: Using the procedure described for compound 51, (R)-4-(4-methoxylbenzenesulfonyl)-3-(prop-2-ynyl)-3,4-dihydropyrazin-2(1H)-one afforded the title compound as a tan solid. 1H NMR (300 MHz, DMSO-d6): δ 2.65 (m, 1H), 2.86 (m, 2H), 2.90 (s, 1H), 3.05 (m, 1H), 3.61 (m, 2H), 3.87 (s, 3H), 4.25 (t, 5.4 Hz, 1H), 7.08 (d, 8.3 Hz, 2H), 7.81 (d, 8.3 Hz, 2H), 8.06 (s, 1H). Run in C1CCCC2=CC=CC=C12 (tetrahydronaphthalene). The product is C(C=C)C1=C(C(=CC(=C1)CC)C1=CC(=C(C=C1)O)CC=C)O (3,3'-diallyl-5-ethyl-2,4'-biphenyldiol). Isolated yield 137.0%. Starting materials: C(C=C)OC1=C(C=C(C=C1)CC)C1=CC=C(C=C1)OCC=C (2,4'-diallyloxy-5-ethylbiphenyl). Reaction conditions: temperature 200 celsius, time 8 hour. RXN SMILES: C([O:4][C:5]1[CH:10]=[CH:9][C:8]([CH2:11][CH3:12])=[CH:7][C:6]=1[C:13]1[CH:18]=[CH:17][C:16]([O:19]CC=C)=[CH:15][CH:14]=1)C=C>C1C2C(=CC=CC=2)CCC1>[CH2:10]([C:10]1[CH:9]=[C:8]([CH2:11][CH3:12])[CH:7]=[C:6]([C:13]2[CH:14]=[CH:15][C:16]([OH:19])=[C:17]([CH2:9][CH:8]=[CH2:7])[CH:18]=2)[C:5]=1[OH:4])[CH:5]=[CH2:6]. Reported procedure: A solution was prepared by dissolving 58.4 g of 2,4'-diallyloxy-5-ethylbiphenyl into 200 ml of tetrahydronaphthalene. The solution was heated at 200° C. with nitrogen gas blowing for 8 hours with stirring, cooled, extracted with 10% sodium hydroxide and washed with n-hexane. The extract, which was acidified with hydrochloric acid, was extracted with diethylether. The extract was washed with an aqueous solution saturated with NaCl, and 10% water solution of sodium hydrogencarbonate, dried with so... Starting materials: C#CCBr, CN(C)C=O, CC(C)(C)c1nn(-c2cc3[nH]c(=O)sc3cc2Cl)c(=O)o1, [H-], [Na+], O. Yields the product C=CCn1c(=O)sc2cc(Cl)c(-n3nc(C(C)(C)C)oc3=O)cc21. Reaction SMILES: [CH2:24]([C:25]#[CH:26])[Br:27].[CH3:29][N:30]([CH3:31])[CH:32]=[O:33].[Cl:3][c:4]1[cH:5][c:6]2[c:7]([nH:8][c:9](=[O:11])[s:10]2)[cH:12][c:13]1-[n:14]1[c:15](=[O:23])[o:16][c:17]([C:19]([CH3:20])([CH3:21])[CH3:22])[n:18]1.[H-:1].[Na+:2].[OH2:28]>>[Cl:3][c:4]1[cH:5][c:6]2[c:7]([n:8]([CH2:26][CH:25]=[CH2:24])[c:9](=[O:11])[s:10]2)[cH:12][c:13]1-[n:14]1[c:15](=[O:23])[o:16][c:17]([C:19]([CH3:20])([CH3:21])[CH3:22])[n:18]1. As a reaction SMILES: [C:1]([O:5][C:6]([N:8]1[C@H:17]([C:18]([OH:20])=[O:19])[CH2:16][C:15]2[C:10](=[CH:11][C:12]([OH:21])=[CH:13][CH:14]=2)[CH2:9]1)=[O:7])([CH3:4])([CH3:3])[CH3:2].IC.[CH:24](N(C(C)C)CC)(C)C.O>CN(C=O)C>[CH3:24][O:19][C:18]([C@@H:17]1[CH2:16][C:15]2[C:10](=[CH:11][C:12]([OH:21])=[CH:13][CH:14]=2)[CH2:9][N:8]1[C:6]([O:5][C:1]([CH3:4])([CH3:2])[CH3:3])=[O:7])=[O:20]. Reported procedure: To a solution of (3S)-7-hydroxy-3,4-dihydro-1H-isoquinoline-2,3-dicarboxylic acid 2-tert-butyl ester (1.47 g, 5.0 mmol) in dry DMF (25 mL) at ambient temperature, was added iodomethane (1.2 eq., 6.0 mmol, 0.37 mL) and diisopropylethylamine (1.5 eq. 7.5 mmol, 1.31 mL) in succession, and the reaction mixture was stirred at rt for 3-4 hours, at which point LC/MS analysis showed the presence of product. The reaction mixture was poured into 50 mL of water and extracted with DCM (3×50 mL) and the comb... Isolated yield 73.5%. The solvent is CN(C)C=O (DMF). Product: COC(=O)[C@H]1N(CC2=CC(=CC=C2C1)O)C(=O)OC(C)(C)C ((3S)-7-hydroxy-3,4-dihydro-1H-isoquinoline-2,3-dicarboxylic acid 2-tert-butyl ester 3-methyl ester). The reactants are C(C)(C)(C)OC(=O)N1CC2=CC(=CC=C2C[C@H]1C(=O)O)O ((3S)-7-hydroxy-3,4-dihydro-1H-isoquinoline-2,3-dicarboxylic acid 2-tert-butyl ester), IC (iodomethane), C(C)(C)N(CC)C(C)C (diisopropylethylamine), O (water). Reaction conditions: time 3.5 hour. Reactants: C(C1=CC=CC=C1)NC1=CC=C(OC)C=C1 (N-benzyl-p-anisidine), [Br-].[Li+] (lithium bromide), C(=O)(O)[O-].[Na+] (NaHCO3), ClCC(C)=O (chloroacetone). Solvent: O (water), C(C)O (ethanol). Run at temperature 80 celsius, time 3 hour. The product is C(C1=CC=CC=C1)N(C1=CC=C(C=C1)OC)CC(C)=O (1-[N-benzyl-N-(4-methoxyphenyl)amino]propan-2-on). Yield: 82.7%. Reaction SMILES: [CH2:1]([NH:8][C:9]1[CH:16]=[CH:15][C:12]([O:13][CH3:14])=[CH:11][CH:10]=1)[C:2]1[CH:7]=[CH:6][CH:5]=[CH:4][CH:3]=1.[Br-].[Li+].C([O-])(O)=O.[Na+].Cl[CH2:25][C:26](=[O:28])[CH3:27]>C(O)C.O>[CH2:1]([N:8]([CH2:25][C:26](=[O:28])[CH3:27])[C:9]1[CH:10]=[CH:11][C:12]([O:13][CH3:14])=[CH:15][CH:16]=1)[C:2]1[CH:3]=[CH:4][CH:5]=[CH:6][CH:7]=1 |f:1.2,3.4|. Procedure details: To a solution of N-benzyl-p-anisidine (2.00 g, 9.38 mmol) in 19 mL of ethanol was added lithium bromide (1.22 g, 14.0 mmol), NaHCO3 (1.58 g, 18.8 mmol), chloroacetone (0.87 mL, 10.8 mmol) at room temperature, successively. After the reaction mixture was stirred at 80° C. for 3 h, the reaction mixture was added water, and extracted with ethyl acetate. The organic layer was washed with brine, and dried over MgSO4. After filtration, the filtrate was concentrated in vacuo, and the residue was purifi... Reactants: [Cl-].C(CCC)[N+]1=CN(C=C1)C (1-butyl-3-methylimidazolium chloride), C1CCS(=O)(=O)OC1 (1,4-butane sultone). Conditions: temperature 40 celsius, time 24 hour. The product is ClCCCCS(=O)(=O)[O-].C(CCC)[N+]1=CN(C=C1)C (1-butyl-3-methylimidazolium 4-chlorobutylsulfonate). As a reaction SMILES: [Cl-:1].[CH2:2]([N+:6]1[CH:10]=[CH:9][N:8]([CH3:11])[CH:7]=1)[CH2:3][CH2:4][CH3:5].[CH2:12]1[CH2:19][O:18][S:15](=[O:17])(=[O:16])[CH2:14][CH2:13]1>>[Cl:1][CH2:19][CH2:12][CH2:13][CH2:14][S:15]([O-:18])(=[O:17])=[O:16].[CH2:2]([N+:6]1[CH:10]=[CH:9][N:8]([CH3:11])[CH:7]=1)[CH2:3][CH2:4][CH3:5] |f:0.1,3.4|. Procedure details: The mixture of equivalent of 1-butyl-3-methylimidazolium chloride and 20 equivalents of 1,4-butane sultone is stirred at 40° C. (temperature in the oil-bath) for 24 hours). The excess of 1,4-butane sultone was distilled off in vacuum and the residue was dried overnight at 50° C. in high vacuum (1·10−3mbar). Liquid 1-butyl-3-methylimidazolium 4-chlorobutylsulfonate is obtained in close to quantitative yield. The material was characterized by NMR spectroscopy. Starting materials: CC(C)CCBr, O=C([O-])[O-], [Cs+], [Cs+], CN(C)C=O, O, CC(C)(C)OC(=O)N1CC(CCCO)C(NS(=O)(=O)c2ccc([N+](=O)[O-])cc2)C1. Yields the product CC(C)CCN(C1CN(C(=O)OC(C)(C)C)CC1CCCO)S(=O)(=O)c1ccc([N+](=O)[O-])cc1. As a reaction SMILES: [Br:30][CH2:31][CH2:32][CH:33]([CH3:34])[CH3:35].[C:36](=[O:37])([O-:38])[O-:39].[Cs+:40].[Cs+:41].[O:42]=[CH:43][N:44]([CH3:45])[CH3:46].[OH2:47].[OH:1][CH2:2][CH2:3][CH2:4][CH:5]1[CH2:6][N:7]([C:23](=[O:24])[O:25][C:26]([CH3:27])([CH3:28])[CH3:29])[CH2:8][CH:9]1[NH:10][S:11](=[O:12])(=[O:13])[c:14]1[cH:15][cH:16][c:17]([N+:20](=[O:21])[O-:22])[cH:18][cH:19]1>>[OH:1][CH2:2][CH2:3][CH2:4][CH:5]1[CH2:6][N:7]([C:23](=[O:24])[O:25][C:26]([CH3:27])([CH3:28])[CH3:29])[CH2:8][CH:9]1[N:10]([S:11](=[O:12])(=[O:13])[c:14]1[cH:15][cH:16][c:17]([N+:20](=[O:21])[O-:22])[cH:18][cH:19]1)[CH2:31][CH2:32][CH:33]([CH3:34])[CH3:35]. The reactants are C1(=CC=CC=C1)P(C1=CC=CC=C1)C1=CC=CC=C1 (Triphenylphosphine), IC1=CC=C(C=C1)O (4-iodophenol), [OH-].[Na+] (sodium hydroxide), CCOC(=O)/N=N/C(=O)OCC (Diethylazodicarboxylate), N12CC(C(CC1)CC2)O ((±)3-Quinuclidinol). Solvent: O1CCOCC1 (dioxane). Run at temperature 10 celsius, time 15 hour. The product is IC1=CC=C(OC2CN3CCC2CC3)C=C1 ((±)-3-(4-Iodo-phenoxy)-1-aza-bicyclo[2.2.2]octane). Reaction SMILES: C1(P(C2C=CC=CC=2)C2C=CC=CC=2)C=CC=CC=1.CCOC(/N=N/C(OCC)=O)=O.[N:32]12[CH2:39][CH2:38][CH:35]([CH2:36][CH2:37]1)[CH:34]([OH:40])[CH2:33]2.[I:41][C:42]1[CH:47]=[CH:46][C:45](O)=[CH:44][CH:43]=1.[OH-].[Na+]>O1CCOCC1>[I:41][C:42]1[CH:47]=[CH:46][C:45]([O:40][CH:34]2[CH:35]3[CH2:38][CH2:39][N:32]([CH2:37][CH2:36]3)[CH2:33]2)=[CH:44][CH:43]=1 |f:4.5|. Procedure details: Triphenylphosphine (37.1 g; 141.5 mmol) solved in dioxane (200 ml) was cooled to 10° C. Diethylazodicarboxylate (24.65 g; 141.5 mmol) was added to the mixture while the temperature was kept below 15° C. (±)3-Quinuclidinol (15.0 g; 117.93 mmol) and 4-iodophenol (28.5 g; 129.7 mmol) was added to the mixture The mixture was stirred at room temperature for 15 hours. Aqueous sodium hydroxide (200 ml; 1 M) was added and the dioxane was evaporated. The mixture was extracted with dichlorometane (2×200 m...